Dataset: the Open Reaction Database (ORD), a public repository of structured organic reaction records. Task: describe an organic reaction: reactants, conditions, products, and yield Starting materials: C(C=C)N (allyl amine), Cl (hydrochloric acid), C=O (formalin), C1=CC=CC1 (cyclopentadiene). Yields the product C(C=C)N1C2C=CC(C1)C2 (N-allyl-2-Azabicyclo[2.2.1]Hept-5-ene). Isolated yield 91.0%. As a reaction SMILES: [CH2:1]([NH2:4])[CH:2]=[CH2:3].Cl.[CH2:6]=O.[CH:8]1[CH2:12][CH:11]=[CH:10][CH:9]=1>>[CH2:1]([N:4]1[CH2:6][CH:12]2[CH2:8][CH:9]1[CH:10]=[CH:11]2)[CH:2]=[CH2:3]. Procedure details: According to Variant A, 144 g (2.5 moles) of allyl amine are neutralized with hydrochloric acid solution, are reacted with 187.5 g (2.5 moles) of 40% formalin solution and 198 g (3.0 moles) of cyclopentadiene, and are worked up. After vacuum distillation 313 g of a product containing 98% (V) are obtained. This corresponds to a yield of 91% of theoretical. The reactants are C12C(C3CC(CC(C1)C3)C2)N2NC(C2=O)(C)C (2-(Adamantan-2-yl)-4,4-dimethyl-1,2-diazetidin-3-one), C1(CC1)CBr (cyclopropylmethyl bromide). The product is C1(CC1)CN1N(C(C1(C)C)=O)C1C2CC3CC(CC1C3)C2 (1-(cyclopropylmethyl)-4,4-dimethyl-2-(adamantan-2-yl)-1,2-diazetidin-3-one). RXN SMILES: [CH:1]12[CH2:10][CH:5]3[CH2:6][CH:7]([CH2:9][CH:3]([CH2:4]3)[CH:2]1[N:11]1[C:14](=[O:15])[C:13]([CH3:17])([CH3:16])[NH:12]1)[CH2:8]2.[CH:18]1([CH2:21]Br)[CH2:20][CH2:19]1>>[CH:18]1([CH2:21][N:12]2[C:13]([CH3:17])([CH3:16])[C:14](=[O:15])[N:11]2[CH:2]2[CH:3]3[CH2:4][CH:5]4[CH2:6][CH:7]([CH2:8][CH:1]2[CH2:10]4)[CH2:9]3)[CH2:20][CH2:19]1. Procedure details: 2-(Adamantan-2-yl)-4,4-dimethyl-1,2-diazetidin-3-one and cyclopropylmethyl bromide were used for a similar reaction and treatment as Process 6 of Example 1, and the title compound was obtained as a colorless oil. Reagents/catalysts: [N+](=O)([O-])[O-].[Y+3].[N+](=O)([O-])[O-].[N+](=O)([O-])[O-] (yttrium nitrate). Product: OC1=C(C(=O)O)C=CC=N1 (2-hydroxynicotinic acid). As a reaction SMILES: [OH:1][C:2]1[N:10]=[CH:9][CH:8]=[CH:7][C:3]=1[C:4]([O-:6])=[O:5].[Na+].[N+]([O-])([O-])=O.[La+3].[N+]([O-])([O-])=O.[N+]([O-])([O-])=O.[N+]([O-])([O-])=O.[Ce+3].[N+]([O-])([O-])=O.[N+]([O-])([O-])=O.[N+]([O-])([O-])=O.[Ce+4].[NH4+].[N+]([O-])([O-])=O.[N+]([O-])([O-])=O.[N+]([O-])([O-])=O.[N+]([O-])([O-])=O.[N+]([O-])([O-])=O>[N+]([O-])([O-])=O.[Y+3].[N+]([O-])([O-])=O.[N+]([O-])([O-])=O>[OH:1][C:2]1[N:10]=[CH:9][CH:8]=[CH:7][C:3]=1[C:4]([OH:6])=[O:5] |f:0.1,2.3.4.5,6.7.8.9,10.11.12.13.14.15.16,18.19.20.21|. Procedure details: With an aqueous solution of sodium 2-hydroxynicotinate there were mixed aqueous solutions of yttrium nitrate, lanthanum nitrate, cerium (III) nitrate, ammonium cerium (IV) nitrate and neobium nitrate, to obtain 2-hydroxynicotinic acid-rare earth metal complex colloids. The mixing speed was varied during mixing of the ammonium cerium (IV) nitrate aqueous solution, giving colloid solutions with mean particle sizes of 0.96 μm, 0.41 μm and 0.18 μm. Starting materials: OC1=C(C(=O)[O-])C=CC=N1.[Na+] (sodium 2-hydroxynicotinate), [N+](=O)([O-])[O-].[La+3].[N+](=O)([O-])[O-].[N+](=O)([O-])[O-] (lanthanum nitrate), [N+](=O)([O-])[O-].[Ce+3].[N+](=O)([O-])[O-].[N+](=O)([O-])[O-] (cerium (III) nitrate), [N+](=O)([O-])[O-].[Ce+4].[NH4+].[N+](=O)([O-])[O-].[N+](=O)([O-])[O-].[N+](=O)([O-])[O-].[N+](=O)([O-])[O-] (ammonium cerium (IV) nitrate), [N+](=O)([O-])[O-] (nitrate).